From a dataset of the Open Reaction Database (ORD), a public repository of structured organic reaction records. describe an organic reaction: reactants, conditions, products, and yield The reactants are C(C1=CC=CC=C1)OC1=C(CC2=CC=C(C=C2)/C=C/C(=O)OCC)C=CC=C1 (ethyl (E)-3-[4-(2-benzyloxybenzyl)phenyl]acrylate), FC(C(=O)O)(F)F (trifluoroacetic acid), CSC (dimethyl sulfide). Run in O (water). Reaction conditions: time 8 hour. Product: OC1=C(CC2=CC=C(C=C2)/C=C/C(=O)OCC)C=CC=C1 (ethyl (E)-3-[4-(2-hydroxybenzyl)phenyl]acrylate). The yield is 78.2%. RXN SMILES: C([O:8][C:9]1[CH:28]=[CH:27][CH:26]=[CH:25][C:10]=1[CH2:11][C:12]1[CH:17]=[CH:16][C:15](/[CH:18]=[CH:19]/[C:20]([O:22][CH2:23][CH3:24])=[O:21])=[CH:14][CH:13]=1)C1C=CC=CC=1.FC(F)(F)C(O)=O.CSC>O>[OH:8][C:9]1[CH:28]=[CH:27][CH:26]=[CH:25][C:10]=1[CH2:11][C:12]1[CH:13]=[CH:14][C:15](/[CH:18]=[CH:19]/[C:20]([O:22][CH2:23][CH3:24])=[O:21])=[CH:16][CH:17]=1. Procedure: To a solution of triethyl phosphonoacetate (0.89 mL) in tetrahydrofuran (30 mL) was added potassium tert-butoxide (0.50 g), and the mixture was stirred at room temperature for 15 minutes. A solution of 4-(2-benzyloxybenzyl)benzaldehyde (1.0 g) in tetrahydrofuran (10 mL) was added to the reaction mixture, and the mixture was stirred at room temperature for 6 hours. To the reaction mixture was added dilute hydrochloric acid, and the resulting mixture was extracted with ethyl acetate. The organic l... Starting materials: Cl (HCl), [OH-].[Na+] (NaOH), [H][H] (hydrogen), Cl (HCl), [H][H] (hydrogen), [H][H] (Hydrogen), C(C)(C)(C)OC(=O)N1CCC(CC1)CC(=O)O (4-carboxymethyl-piperidine-1-carboxylic acid tert-butyl ester), B#B (diborane). The solvent is C1CCOC1 (THF). Reaction conditions: time 1 hour. Yields the product C(C)(C)(C)OC(=O)N1CCC(CC1)CCO (4-(2-hydroxy-ethyl)-piperidine-1-carboxylic acid tert-butyl ester). The yield is 96.1%. RXN SMILES: [C:1]([O:5][C:6]([N:8]1[CH2:13][CH2:12][CH:11]([CH2:14][C:15](O)=[O:16])[CH2:10][CH2:9]1)=[O:7])([CH3:4])([CH3:3])[CH3:2].B#B.[H][H].Cl.[OH-].[Na+]>C1COCC1>[C:1]([O:5][C:6]([N:8]1[CH2:13][CH2:12][CH:11]([CH2:14][CH2:15][OH:16])[CH2:10][CH2:9]1)=[O:7])([CH3:4])([CH3:3])[CH3:2] |f:4.5|. Procedure details: To a solution of 4-carboxymethyl-piperidine-1-carboxylic acid tert-butyl ester (16.7 g, 69.0 mmol) in THF (100 mL) was added diborane (151 mL, 1.0 M solution in THF) over a period of 10 min at 0° C. Hydrogen gas was rapidly evolved and after gas evolution had ceased the reaction was stirred at room temperature for 1 h. The reaction mixture was again cooled to 0° C., and 1 M aqueous HCl was added dropwise to the reaction mixture with further evolution of hydrogen. Addition of HCl was continued un... Starting materials: CSC1=CC=C(C=C1)C(O)C1=CC=C(C=C1)SC (bis-(4-methylsulfanyl-phenyl)-methanol). The reagents and catalysts are O=[Mn]=O (MnO2). The solvent is C(Cl)Cl (CH2Cl2). The product is CSC1=CC=C(C=C1)C(=O)C1=CC=C(C=C1)SC (bis-(4-methylsulfanyl-phenyl)-methanone). Reaction SMILES: [CH3:1][S:2][C:3]1[CH:8]=[CH:7][C:6]([CH:9]([C:11]2[CH:16]=[CH:15][C:14]([S:17][CH3:18])=[CH:13][CH:12]=2)[OH:10])=[CH:5][CH:4]=1>C(Cl)Cl.O=[Mn]=O>[CH3:18][S:17][C:14]1[CH:13]=[CH:12][C:11]([C:9]([C:6]2[CH:7]=[CH:8][C:3]([S:2][CH3:1])=[CH:4][CH:5]=2)=[O:10])=[CH:16][CH:15]=1. Procedure: A solution of bis-(4-methylsulfanyl-phenyl)-methanol from Step 1 (1.0 g, 3.6 mmol) and MnO2 (3 g, 35 mmol) in CH2Cl2 (30 mL) was stirred at 21° C. for 18 h. The resulting mixture was filtered through a pad of celite and concentrated. Purification by flash chromatography (eluting with hexane/ethyl acetate, 85:15) provided the bis-(4-methylsulfanyl-phenyl)-methanone compound. Starting materials: Nc1c([N+](=O)[O-])cc(F)c(F)c1Br, CCO, CCOC(C)=O, [Na+], O=C([O-])O. Yields the product Nc1cc(F)c(F)c(Br)c1N. As a reaction SMILES: [Br:1][c:2]1[c:3]([NH2:4])[c:5]([N+:11]([O-:12])=[O:13])[cH:6][c:7]([F:10])[c:8]1[F:9].[CH3:14][CH2:15][OH:16].[CH3:22][CH2:23][O:24][C:25](=[O:26])[CH3:27].[Na+:21].[O-:17][C:18]([OH:19])=[O:20]>>[Br:1][c:2]1[c:3]([NH2:4])[c:5]([NH2:11])[cH:6][c:7]([F:10])[c:8]1[F:9]. Reactants: C(=O)([O-])[O-].[K+].[K+] (K2CO3), CNCCC (N-methyl-1-propanamine), BrCC(=O)N1CCC2=CC(=C(C=C12)[N+](=O)[O-])OC (1-(bromoacetyl)-5-(methyloxy)-6-nitro-2,3-dihydro-1H-indole). Solvent: ClCCl (dichloromethane), ClCCl (dichloromethane). Reaction conditions: time 3 hour. Yields the product COC=1C=C2CCN(C2=CC1N)C(CN(CCC)C)=O (5-(methyloxy)-1-{[methyl(propyl)amino]acetyl}-2,3-dihydro-1H-indol-6-amine). Reaction SMILES: Br[CH2:2][C:3]([N:5]1[C:13]2[C:8](=[CH:9][C:10]([O:17][CH3:18])=[C:11]([N+:14]([O-])=O)[CH:12]=2)[CH2:7][CH2:6]1)=[O:4].C([O-])([O-])=O.[K+].[K+].[CH3:25][NH:26][CH2:27][CH2:28][CH3:29]>ClCCl>[CH3:18][O:17][C:10]1[CH:9]=[C:8]2[C:13](=[CH:12][C:11]=1[NH2:14])[N:5]([C:3](=[O:4])[CH2:2][N:26]([CH3:25])[CH2:27][CH2:28][CH3:29])[CH2:6][CH2:7]2 |f:1.2.3|. Procedure: The 1-(bromoacetyl)-5-(methyloxy)-6-nitro-2,3-dihydro-1H-indole (4.0 g, 12.7 mmol) was dissolved in 50 mL of dichloromethane, then K2CO3 (4.4 g, 31.7 mmol) and N-methyl-1-propanamine (1.9 g, 25.4 mmol) in 10 mL dichloromethane were added, the reaction was stirred at RT for 3 hours. After filtration, the organic layers were washed with water (2×100 mL) and dried over Na2SO4. The solvent was removed under reduced pressure and the resulting residue was dissolved in 10 mL of EA , 25 mL of MeOH and 1...